Task: describe an organic reaction: reactants, conditions, products, and yield. Dataset: the Open Reaction Database (ORD), a public repository of structured organic reaction records Starting materials: N1=CC=CC2=CC=CC(=C12)OCCCO (3-(8-quinolinyloxy)-1-propanol), S(=O)(Cl)Cl (thionyl chloride). Solvent: C1=CC=CC=C1 (benzene). Product: ClCCCOC=1C=CC=C2C=CC=NC12 (8-(3-Chloropropoxy)quinoline). As a reaction SMILES: [N:1]1[C:10]2[C:5](=[CH:6][CH:7]=[CH:8][C:9]=2[O:11][CH2:12][CH2:13][CH2:14]O)[CH:4]=[CH:3][CH:2]=1.S(Cl)([Cl:18])=O>C1C=CC=CC=1>[Cl:18][CH2:14][CH2:13][CH2:12][O:11][C:9]1[CH:8]=[CH:7][CH:6]=[C:5]2[C:10]=1[N:1]=[CH:2][CH:3]=[CH:4]2. Procedure: A solution of 3-(8-quinolinyloxy)-1-propanol (32.0 g, 0.158 mole) and thionyl chloride (24.0 g, 0.203 mole) was heated at reflux for 5 hours in 300 ml of dry benzene (dried over 4 A molecular sieves). The reaction mixture was cooled to room temperature and then stripped to dryness. The residue was treated with potassium carbonate solution (30 g in 500 ml of water). The gummy residue was dissolved in chloroform and extracted with the potassium carbonate solution. The chloroform layer was dried ov... Reactants: C(#N)CCCCCCCCC(=O)O (9-cyanopelargonic acid). The reagents and catalysts are [Rh] (Rh/Al2O3). The solvent is N.CCO (NH3 EtOH). Product: NCCCCCCCCCC(=O)O (10-aminodecanoic acid). Isolated yield 69.4%. RXN SMILES: [C:1]([CH2:3][CH2:4][CH2:5][CH2:6][CH2:7][CH2:8][CH2:9][CH2:10][C:11]([OH:13])=[O:12])#[N:2]>[Rh].N.CCO>[NH2:2][CH2:1][CH2:3][CH2:4][CH2:5][CH2:6][CH2:7][CH2:8][CH2:9][CH2:10][C:11]([OH:13])=[O:12] |f:2.3|. Procedure details: A slurry of 9-cyanopelargonic acid (8.6 g, 48 mrnol), a catalytic amount 5%Rh/Al2O3, and 200 mL of 2.0N NH3 -EtOH was shaken under 50 psig of H2 pressure for 6 h, then filtered through dicalite. The filter pad was washed with 100 mL of hot 1:1 MeOH--H2O, and the combined filtrates were concentrated to give 6.1 g of 10-aminodecanoic acid. The crude product (5.7 g) was dissolved in 15.5 mL of 2N NaOH and treated simultaneously with 23 mL of 2N NaOH and 5.8 g of carbobenzoxychloride at 0° C. with v... Starting materials: COC1=C(C2=CC=CC=C2C=C1)C=O (2-methoxynaphthaldehyde), [H-].[Na+] (NaH), C(#N)CP(OCC)(OCC)=O (diethyl cyanomethylphosphonate). Solvent: C1CCOC1 (THF), C1CCOC1 (THF). Yields the product COC1=C(C2=CC=CC=C2C=C1)C=CC#N (3-(2-Methoxy-1-naphthyl)-2-propenenitrile). RXN SMILES: [CH3:1][O:2][C:3]1[CH:12]=[CH:11][C:10]2[C:5](=[CH:6][CH:7]=[CH:8][CH:9]=2)[C:4]=1[CH:13]=O.[H-].[Na+].[C:17]([CH2:19]P(=O)(OCC)OCC)#[N:18]>C1COCC1>[CH3:1][O:2][C:3]1[CH:12]=[CH:11][C:10]2[C:5](=[CH:6][CH:7]=[CH:8][CH:9]=2)[C:4]=1[CH:13]=[CH:19][C:17]#[N:18] |f:1.2|. Reported procedure: Starting from 5 g (26.85 mmol) of 2-methoxynaphthaldehyde in 30 ml of anhydrous THF in the presence of 1.3 g (1.2 eq) of NaH (60% in oil) in 15 ml of anhydrous THF and 6.5 ml (1.2 eq) of diethyl cyanomethylphosphonate, the title product is obtained in the form of a white solid.